From a dataset of the Open Reaction Database (ORD), a public repository of structured organic reaction records. describe an organic reaction: reactants, conditions, products, and yield Starting materials: C(#C)C1=CC=C(C=C1)C (1-ethynyl-4-methylbenzene), N (ammonia). The reagents and catalysts are catalyst E. Yields the product C1(=CC=C(C=C1)C(C)=N)C (1-p-tolylethanimine). Isolated yield 60.0%. Reaction SMILES: [C:1]([C:3]1[CH:8]=[CH:7][C:6]([CH3:9])=[CH:5][CH:4]=1)#[CH:2].[NH3:10]>>[C:6]1([CH3:9])[CH:7]=[CH:8][C:3]([C:1](=[NH:10])[CH3:2])=[CH:4][CH:5]=1. Procedure details: 1-p-tolylethanimine was prepared by reacting 1-ethynyl-4-methylbenzene and excess ammonia in the presence of 5 mol % of catalyst E (110° C., 18 h). The yield was 60%. 1H NMR (600 MHz, C6D6) δ=2.17 (3H, s, CH3), 2.18 (3H, s, CH3), 7.07 (2H, d, J=7.9 Hz, CH), 7.72 (2H, d, J=7.9 Hz, CH); 13C NMR (150 MHz, C6D6) δ=21.3 (CH3), 25.7 (NCCH3), 127.3 (CHortho), 129.5 (CHmeta), 136.9 (Cq,ipso), 140.8 (Cq,paraCH3), 173.7 (C═NH); HRMS (ESI): 134.0968 [(MH)+, 134.0970 (C9H12N)]. Yield: 52.6%. Starting materials: C1(=CC=CC=C1)CCNC(=S)NCCC1=CC=CC=C1 (N,N'-bis(2-phenylethyl)thiourea), C(#CC(=O)O)C(=O)O (acetylenedicarboxylic acid). Procedure details: Prepared by the method described in Example 1 from N,N'-bis(2-phenylethyl)thiourea (20.0 g, 0.11 moles) and acetylenedicarboxylic acid (12.7 g, 0.11 moles). Rinsing the crude precipitate with toluene then hexane gave the product (22 g), mp 148°-149° C. RXN SMILES: [C:1]1([CH2:7][CH2:8][NH:9][C:10]([NH:12][CH2:13][CH2:14][C:15]2[CH:20]=[CH:19][CH:18]=[CH:17][CH:16]=2)=[S:11])[CH:6]=[CH:5][CH:4]=[CH:3][CH:2]=1.[C:21]([C:26](O)=[O:27])#[C:22][C:23]([OH:25])=[O:24]>>[O:27]=[C:26]1[C:21](=[CH:22][C:23]([OH:25])=[O:24])[S:11][C:10](=[N:9][CH2:8][CH2:7][C:1]2[CH:2]=[CH:3][CH:4]=[CH:5][CH:6]=2)[N:12]1[CH2:13][CH2:14][C:15]1[CH:20]=[CH:19][CH:18]=[CH:17][CH:16]=1. Product: O=C1N(C(SC1=CC(=O)O)=NCCC1=CC=CC=C1)CCC1=CC=CC=C1 ([4-Oxo-3-(2-phenylethyl)-2-[(2-phenylethyl)imino]-5-thiazolidinylidene]acetic acid). Reactants: N1C=NC=C1 (imidazole), [Si](C)(C)(C(C)(C)C)Cl (tert-butyldimethylsilyl chloride), C(C)(C)(C)OC(=O)N[C@H](C(=O)N1[C@@H](C[C@H](C1)O)C(=O)N[C@]1([C@@H](C1)C=C)C(=O)OCC)CN(CCCC=C)C1CC1 (ethyl 1(R)-[1-[2(S)-(tert-butoxycarbonylamino)-3-[N-cyclopropyl-N-(pent-4-enyl)amino]propanoyl]-4(R)-hydroxypyrrolidine-2(S)-carboxamido]-2(S)-vinylcyclopropanecarboxylate). The solvent is CN(C)C=O (DMF). Reaction conditions: time 18 hour. Product: C(C)(C)(C)OC(=O)N[C@H](C(=O)N1[C@@H](C[C@H](C1)O[Si](C)(C)C(C)(C)C)C(=O)N[C@]1([C@@H](C1)C=C)C(=O)OCC)CN(CCCC=C)C1CC1 (ethyl 1(R)-[1-[2(S)-(tert-butoxycarbonylamino)-3-[N-cyclopropyl-N-(pent-4-enyl)amino]propanoyl]-4(R)-(tert-butyldimethylsilyloxy)pyrrolidine-2(S)-carboxamido]-2(S)-vinylcyclopropanecarboxylate). Yield: 93.8%. RXN SMILES: [C:1]([O:5][C:6]([NH:8][C@@H:9]([CH2:31][N:32]([CH:38]1[CH2:40][CH2:39]1)[CH2:33][CH2:34][CH2:35][CH:36]=[CH2:37])[C:10]([N:12]1[CH2:16][C@H:15]([OH:17])[CH2:14][C@H:13]1[C:18]([NH:20][C@:21]1([C:26]([O:28][CH2:29][CH3:30])=[O:27])[CH2:23][C@H:22]1[CH:24]=[CH2:25])=[O:19])=[O:11])=[O:7])([CH3:4])([CH3:3])[CH3:2].N1C=CN=C1.[Si:46](Cl)([C:49]([CH3:52])([CH3:51])[CH3:50])([CH3:48])[CH3:47]>CN(C=O)C>[C:1]([O:5][C:6]([NH:8][C@@H:9]([CH2:31][N:32]([CH:38]1[CH2:40][CH2:39]1)[CH2:33][CH2:34][CH2:35][CH:36]=[CH2:37])[C:10]([N:12]1[CH2:16][C@H:15]([O:17][Si:46]([C:49]([CH3:52])([CH3:51])[CH3:50])([CH3:48])[CH3:47])[CH2:14][C@H:13]1[C:18]([NH:20][C@:21]1([C:26]([O:28][CH2:29][CH3:30])=[O:27])[CH2:23][C@H:22]1[CH:24]=[CH2:25])=[O:19])=[O:11])=[O:7])([CH3:2])([CH3:3])[CH3:4]. Procedure: To a mixture of ethyl 1(R)-[1-[2(S)-(tert-butoxycarbonylamino)-3-[N-cyclopropyl-N-(pent-4-enyl)amino]propanoyl]-4(R)-hydroxypyrrolidine-2(S)-carboxamido]-2(S)-vinylcyclopropanecarboxylate (1.55 g, 2.75 mmoL) in 10 mL of DMF was added imidazole (0.47 g, 6.88 mmoL) and tert-butyldimethylsilyl chloride (826 mg, 5.50 mmoL). The mixture was stirred at rt for 18 h, concentrated in vacuo, and partitioned between ethyl acetate and water. The organic phase was dried over magnesium sulfate, and concentrat... The reactants are CC(C)(C)OC(=O)N1CCN(c2ccc([N+](=O)[O-])cc2Cl)CC1, CCOC(C)=O, CC1(C)C=C(B2OC(C)(C)C(C)(C)O2)CC(C)(C)C1, COCCOC, [K+], [K+], [K+], O, O=P([O-])([O-])[O-], c1ccc(P(c2ccccc2)(c2ccccc2)[Pd](P(c2ccccc2)(c2ccccc2)c2ccccc2)(P(c2ccccc2)(c2ccccc2)c2ccccc2)P(c2ccccc2)(c2ccccc2)c2ccccc2)cc1. Yields the product CC1(C)C=C(c2cc([N+](=O)[O-])ccc2N2CCN(C(=O)OC(C)(C)C)CC2)CC(C)(C)C1. RXN SMILES: [C:1]([CH3:2])([CH3:3])([CH3:4])[O:5][C:6](=[O:7])[N:8]1[CH2:9][CH2:10][N:11]([c:14]2[c:15]([Cl:23])[cH:16][c:17]([N+:20](=[O:21])[O-:22])[cH:18][cH:19]2)[CH2:12][CH2:13]1.[CH3:135][CH2:136][O:137][C:138](=[O:139])[CH3:140].[CH3:24][C:25]1([CH3:26])[C:27]([CH3:28])([CH3:29])[O:30][B:31]([C:32]2=[CH:33][C:34]([CH3:40])([CH3:41])[CH2:35][C:36]([CH3:38])([CH3:39])[CH2:37]2)[O:42]1.[CH3:52][O:53][CH2:54][CH2:55][O:56][CH3:57].[K+:48].[K+:49].[K+:50].[OH2:51].[P:43]([O-:44])([O-:45])([O-:46])=[O:47].[cH:58]1[cH:59][cH:60][c:61]([P:62]([Pd:63]([P:64]([c:65]2[cH:66][cH:67][cH:68][cH:69][cH:70]2)([c:71]2[cH:72][cH:73][cH:74][cH:75][cH:76]2)[c:77]2[cH:78][cH:79][cH:80][cH:81][cH:82]2)([P:83]([c:84]2[cH:85][cH:86][cH:87][cH:88][cH:89]2)([c:90]2[cH:91][cH:92][cH:93][cH:94][cH:95]2)[c:96]2[cH:97][cH:98][cH:99][cH:100][cH:101]2)[P:102]([c:103]2[cH:104][cH:105][cH:106][cH:107][cH:108]2)([c:109]2[cH:110][cH:111][cH:112][cH:113][cH:114]2)[c:115]2[cH:116][cH:117][cH:118][cH:119][cH:120]2)([c:121]2[cH:122][cH:123][cH:124][cH:125][cH:126]2)[c:127]2[cH:128][cH:129][cH:130][cH:131][cH:132]2)[cH:133][cH:134]1>>[C:1]([CH3:2])([CH3:3])([CH3:4])[O:5][C:6](=[O:7])[N:8]1[CH2:9][CH2:10][N:11]([c:14]2[c:15]([C:32]3=[CH:33][C:34]([CH3:40])([CH3:41])[CH2:35][C:36]([CH3:38])([CH3:39])[CH2:37]3)[cH:16][c:17]([N+:20](=[O:21])[O-:22])[cH:18][cH:19]2)[CH2:12][CH2:13]1. Product: FC1=C(C(=O)OC)C(=CC=C1)[N+](=O)[O-] (methyl 2-fluoro-6-nitrobenzoate). Reported procedure: To 2-fluoro-6-nitrobenzoic acid (712 mg, 3.85 mmol) in methanol/acetonitrile (10 mL/10 mL) was dropwise added TMSCHN2 at 0° C. under N2 until yellow color persistent, and stirred additional 30 min. Then the reaction was quenched with HOAcat 0° C. until the yellow color disappears. Partial of the solvent was removed o rotary vacuum, the residue was dissolved in small amount of EtOAc, purified on flash chromatography eluting with 30˜50% EtOAc/hexanes (600 mL) to afford the expected product, methyl... Reaction conditions: time 30 minute. The reactants are FC1=C(C(=O)O)C(=CC=C1)[N+](=O)[O-] (2-fluoro-6-nitrobenzoic acid), [Si](C)(C)(C)C=[N+]=[N-] (TMSCHN2). The yield is 94.0%. Reaction SMILES: [F:1][C:2]1[CH:10]=[CH:9][CH:8]=[C:7]([N+:11]([O-:13])=[O:12])[C:3]=1[C:4]([OH:6])=[O:5].[Si](C=[N+]=[N-])(C)(C)[CH3:15]>CO.C(#N)C>[F:1][C:2]1[CH:10]=[CH:9][CH:8]=[C:7]([N+:11]([O-:13])=[O:12])[C:3]=1[C:4]([O:6][CH3:15])=[O:5] |f:2.3|. The solvent is CO.C(C)#N (methanol acetonitrile). Starting materials: C(C)(=O)N1N=C(N2C1=CC(=N2)C(C)(C)C)C2=C(C(=C(C=C2C)C)[N+](=O)[O-])C (1-Acetyl-6-t-butyl-3-(2,4,6-trimethyl-3-nitrophenyl)-1H-pyrazolo[3,2-c]-s-triazole), C(C)(=O)O (Acetic acid), [H][H] (hydrogen). Reagents/catalysts: [Ni] (Raney nickel). Run in C1CCOC1 (THF). The product is C(C)(=O)N1N=C(N2C1=CC(=N2)C(C)(C)C)C2=C(C(=C(C=C2C)C)N)C (1-Acetyl-6-t-butyl-3-(3-amino-2,4,6-trimethylphenyl)-1H-pyrazolo[3,2-c]-s-triazole). Yield: 92.5%. RXN SMILES: C(O)(=O)C.[C:5]([N:8]1[C:12]2=[CH:13][C:14]([C:16]([CH3:19])([CH3:18])[CH3:17])=[N:15][N:11]2[C:10]([C:20]2[C:25]([CH3:26])=[CH:24][C:23]([CH3:27])=[C:22]([N+:28]([O-])=O)[C:21]=2[CH3:31])=[N:9]1)(=[O:7])[CH3:6].[H][H]>[Ni].C1COCC1>[C:5]([N:8]1[C:12]2=[CH:13][C:14]([C:16]([CH3:19])([CH3:18])[CH3:17])=[N:15][N:11]2[C:10]([C:20]2[C:25]([CH3:26])=[CH:24][C:23]([CH3:27])=[C:22]([NH2:28])[C:21]=2[CH3:31])=[N:9]1)(=[O:7])[CH3:6]. Procedure details: Acetic acid (0.5 ml) was added to Raney nickel (8 spoon-spatulas full) and after washing with THF the catalyst was added to the product of part (a) (16.6 g, 44.9 mmole) in THF (160 ml). The resulting mixture was shaken in an atmosphere of hydrogen at atmospheric pressure for 4 hours and then filtered, the catalyst washed with THF and the filtrate evaporated to give a solid (14.1 g). This material was chromatographed on a dry deactivated silica gel column eluting with 1% ethyl acetate in methylen... Starting materials: O.O.O.O.C(C)(=O)[O-].[Mg+2].C(C)(=O)[O-] (magnesium acetate tetrahydrate), ion-exchanged, [SiH4] (silane), NCCC[Si](OCC)(OCC)OCC (3-aminopropyltriethoxysilane), [SiH4] (silane), [Mg] (magnesium). Solvent: O (water). Yields the product C(C)(=O)[O-].[Mg+2].C(C)(=O)[O-] (magnesium acetate). Reaction SMILES: O.O.O.O.[C:5]([O-:8])(=[O:7])[CH3:6].[Mg+2:9].[C:10]([O-:13])(=[O:12])[CH3:11].NCCC[Si](OCC)(OCC)OCC.[SiH4].[Mg]>O>[C:5]([O-:8])(=[O:7])[CH3:6].[Mg+2:9].[C:10]([O-:13])(=[O:12])[CH3:11] |f:0.1.2.3.4.5.6,11.12.13|. Procedure details: An aqueous magnesium acetate solution was prepared by adding 1.07 g of magnesium acetate tetrahydrate as a Group 2 or 3 element compound to 30 g of ion-exchanged water and then stirring this solution with a homomixer T. K. ROBOMIX (manufactured by PRIMIX Corporation). Then, 0.44 g of 3-aminopropyltriethoxysilane (KBE-903 manufactured by Shin-Etsu Chemical Co., Ltd.) as a silane coupling agent was gradually added to the aqueous solution. This mixture was subsequently stirred for 5 hours to induce... Starting materials: FC(C1=CC(=CC=C1)C1=NSC=C1C(=O)Cl)(F)F (3-(α,α,α-trifluoro-m-tolyl)-4-isothiazolecarbonyl chloride), C(CC)O (1-propanol). The product is FC(C1=CC(=CC=C1)C1=NSC=C1C(=O)OCCC)(F)F (3-(α,α,α-Trifluoro-m-Tolyl)-4-Isothiazolecarboxylic Acid, Propyl Ester). Yield: 100.5%. As a reaction SMILES: [F:1][C:2]([F:18])([F:17])[C:3]1[CH:8]=[CH:7][CH:6]=[C:5]([C:9]2[C:13]([C:14](Cl)=[O:15])=[CH:12][S:11][N:10]=2)[CH:4]=1.[CH2:19]([OH:22])[CH2:20][CH3:21]>>[F:1][C:2]([F:18])([F:17])[C:3]1[CH:8]=[CH:7][CH:6]=[C:5]([C:9]2[C:13]([C:14]([O:22][CH2:19][CH2:20][CH3:21])=[O:15])=[CH:12][S:11][N:10]=2)[CH:4]=1. Procedure details: A solution of 2.92 g (0.010 mol) of 3-(α,α,α-trifluoro-m-tolyl)-4-isothiazolecarbonyl chloride and 4 g (0.0667 mol) of 1-propanol was heated on a steam bath for 1 hour and was concentrated under vacuum to 70° (0.5 torr) to give 3.17 g of clear oil, nD20.8 =1.5261, infrared (film) 5.80μ.